Dataset: the Open Reaction Database (ORD), a public repository of structured organic reaction records. Task: describe an organic reaction: reactants, conditions, products, and yield Reaction SMILES: [Cl:1][C:2]1[CH:26]=[CH:25][C:5]([C:6]([N:8]([C@H:10]2[CH2:15][CH2:14][C@H:13]([C:16]3[CH:21]=[CH:20][C:19](CNC)=[CH:18][CH:17]=3)[CH2:12][CH2:11]2)[CH3:9])=[O:7])=[CH:4][CH:3]=1.C(=O)([O-])[O-].[K+].[K+].Br[CH2:34][CH2:35][CH2:36][OH:37].O.[CH3:39][N:40](C)[CH:41]=O>>[Cl:1][C:2]1[CH:26]=[CH:25][C:5]([C:6]([N:8]([C@H:10]2[CH2:11][CH2:12][C@H:13]([C:16]3[CH:17]=[CH:18][C:19]([CH2:34][CH2:35][CH2:36][OH:37])=[CH:20][C:21]=3[CH2:39][NH:40][CH3:41])[CH2:14][CH2:15]2)[CH3:9])=[O:7])=[CH:4][CH:3]=1 |f:1.2.3|. Reactants: O (water), ClC1=CC=C(C(=O)N(C)[C@@H]2CC[C@H](CC2)C2=CC=C(C=C2)CNC)C=C1 (trans-N-(4-chlorobenzoyl)-N-methyl-4-(4-methylaminomethylphenyl)cyclohexylamine), C([O-])([O-])=O.[K+].[K+] (potassium carbonate), BrCCCO (3-bromo-1-propanol), CN(C=O)C (dimethylformamide). Reported procedure: 5.0 g (0,013 Mol) of trans-N-(4-chlorobenzoyl)-N-methyl-4-(4-methylaminomethylphenyl)cyclohexylamine, 2.1 g (0.0148 Mol) of potassium carbonate and 2.1 g (0.015 mol) of 3-bromo-1-propanol are stirred together in 30 ml of dimethylformamide at ambient temperature for 40 hours. Then the reaction mixture is poured into water and extracted with ethyl acetate. After washing with water and saturated saline solution the mixture is evaporated down and the residue is purified by column chromatography (alu... Product: ClC1=CC=C(C(=O)N(C)[C@@H]2CC[C@H](CC2)C2=C(C=C(C=C2)CCCO)CNC)C=C1 (trans-N-(4-Chlorobenzoyl)-N-methyl-4-[4-(3-hydroxypropyl)-methylaminomethylphenyl]cyclohexylamine). Reactants: ClC=1C=C(C=CC1NC(=O)NC1=CC=CC=C1)CC(=O)OC (methyl 3-chloro-4-(N′-phenylureido)phenylacetate), [OH-].[Na+] (NaOH). Run in C1CCOC1 (THF). Reaction conditions: time 20 hour. Product: C1(=CC=CC=C1)CC(=O)O (phenylacetic acid). Isolated yield 206.5%. RXN SMILES: Cl[C:2]1[CH:3]=[C:4]([CH2:18][C:19]([O:21]C)=[O:20])[CH:5]=[CH:6][C:7]=1NC(NC1C=CC=CC=1)=O.[OH-].[Na+]>C1COCC1>[C:4]1([CH2:18][C:19]([OH:21])=[O:20])[CH:5]=[CH:6][CH:7]=[CH:2][CH:3]=1 |f:1.2|. Procedure: To a stirred solution of methyl 3-chloro-4-(N′-phenylureido)phenylacetate (1.79 g, 5.62 mmol) in THF (30 ml) was added 0.25 N NaOH (30 ml). After stirring at room temperature for 20 h, the solvent was concentrated in vacuo. The residue was triturated by the addition of 1 N HCl and dried at 60° C. for 2 days under a reduced pressure to give 3-chloro-4-N′-phenylureido)phenylacetic acid (1.58 g, 92%) as pale brown solid. 1H-NMR (DMSO-d6) δ3.55 (s, 2H), 6.99 (t, J=7.3 Hz, 1H), 7.17 (d, J=8.3 Hz, 1H)... Starting materials: BrC=1OC2=C(C1C1=C(C=CC=C1)F)C(=CC=C2CBr)OC (2-bromo-7-bromomethyl-3-(2-fluorophenyl)-4-methoxybenzofuran), [C-]#N.[Na+] (sodium cyanide). Product: BrC=1OC2=C(C1C1=C(C=CC=C1)F)C(=CC=C2CC#N)OC (2-bromo-7-cyanomethyl-3-(2-fluorophenyl)-4-methoxybenzofuran). As a reaction SMILES: [Br:1][C:2]1[O:3][C:4]2[C:17]([CH2:18]Br)=[CH:16][CH:15]=[C:14]([O:20][CH3:21])[C:5]=2[C:6]=1[C:7]1[CH:12]=[CH:11][CH:10]=[CH:9][C:8]=1[F:13].[C-:22]#[N:23].[Na+]>>[Br:1][C:2]1[O:3][C:4]2[C:17]([CH2:18][C:22]#[N:23])=[CH:16][CH:15]=[C:14]([O:20][CH3:21])[C:5]=2[C:6]=1[C:7]1[CH:12]=[CH:11][CH:10]=[CH:9][C:8]=1[F:13] |f:1.2|. Procedure details: Using the method of Example 17, 2-bromo-7-bromomethyl-3-(2-fluorophenyl)-4-methoxybenzofuran is reacted with sodium cyanide to provide 2-bromo-7-cyanomethyl-3-(2-fluorophenyl)-4-methoxybenzofuran as a brown solid after isolation by column chromatography.